Dataset: the Open Reaction Database (ORD), a public repository of structured organic reaction records. Task: describe an organic reaction: reactants, conditions, products, and yield Starting materials: ClC[C@@H]1CN([C@@H](CO1)C)CC1=CC=CC=C1 ((2S,5R)-2-(chloromethyl)-5-methyl-4-benzylmorpholine), CNC (dimethylamine), C(C)O (ethanol). Reaction conditions: temperature 150 celsius. Yields the product CN(C)C[C@H]1CN([C@@H](CO1)C)CC1=CC=CC=C1 ((2S,5R)-2-[dimethylamino(methyl)]-5-methyl-4-benzylmorpholine). As a reaction SMILES: Cl[CH2:2][C@H:3]1[O:8][CH2:7][C@@H:6]([CH3:9])[N:5]([CH2:10][C:11]2[CH:16]=[CH:15][CH:14]=[CH:13][CH:12]=2)[CH2:4]1.[CH3:17][NH:18][CH3:19].C(O)C>>[CH3:17][N:18]([CH2:2][C@@H:3]1[O:8][CH2:7][C@@H:6]([CH3:9])[N:5]([CH2:10][C:11]2[CH:16]=[CH:15][CH:14]=[CH:13][CH:12]=2)[CH2:4]1)[CH3:19]. Reported procedure: A mixture of (2S,5R)-2-(chloromethyl)-5-methyl-4-benzylmorpholine (1 equivalent) and dimethylamine in ethanol (33%, approx. 5.6 M, 5 equivalents) was heated at 150° C. over 2 days in a glass pressure vessel. The reaction mixture was cooled to room temperature and concentrated under reduced pressure. The residue was dissolved in 1 N HCl, and the solution was washed with CH2Cl2. The water phase was made basic with 30% NaOH solution (to pH=12) and extracted with CH2Cl2. The organic extracts were co...